The task is: describe an organic reaction: reactants, conditions, products, and yield. This data is from the Open Reaction Database (ORD), a public repository of structured organic reaction records. The reactants are NCC(C)O ((RS)-1-amino-2-propanol), O=CCC1C(C2=CC(=CC=C2C1)C(C)C)=O ((RS)-2-(2-oxoethyl)-6-isopropyl-1-indanone), O (water). Reagents/catalysts: C1(=CC=C(C=C1)S(=O)(=O)O)C (p-toluenesulfonic acid). The solvent is C1(=CC=CC=C1)C (toluene), C1(=CC=CC=C1)C (toluene). Reaction conditions: time 45 minute. The product is C(C)(C)C1=CC=C2CC3=C(N(C=C3)CC(C)O)C2=C1 ((RS)-1-(7-isopropyl-1,4-dihydro-indeno[1,2-b]pyrrol-1-yl)-propan-2-ol). Yield: 54.9%. As a reaction SMILES: O=[CH:2][CH2:3][CH:4]1[CH2:12][C:11]2[C:6](=[CH:7][C:8]([CH:13]([CH3:15])[CH3:14])=[CH:9][CH:10]=2)[C:5]1=O.O.[NH2:18][CH2:19][CH:20]([OH:22])[CH3:21]>C1(C)C=CC=CC=1.C1(C)C=CC(S(O)(=O)=O)=CC=1>[CH:13]([C:8]1[CH:7]=[C:6]2[C:11]([CH2:12][C:4]3[CH:3]=[CH:2][N:18]([CH2:19][CH:20]([OH:22])[CH3:21])[C:5]=32)=[CH:10][CH:9]=1)([CH3:15])[CH3:14]. Procedure: A solution of 2.16 g of (RS)-2-(2-oxoethyl)-6-isopropyl-1-indanone and 80 mg of p-toluenesulfonic acid in 60 ml of anhydrous toluene was heated on a water separator. A solution of 3.0 g of (RS)-1-amino-2-propanol in 20 ml of anhydrous toluene was added dropwise to the boiling solution over a period of 5 minutes. Subsequently, the mixture was boiled for an additional 45 minutes, during which the solvent was reduced to a volume of 20 ml. The cooled reaction mixture was purified by column chromatog...